From a dataset of the Open Reaction Database (ORD), a public repository of structured organic reaction records. describe an organic reaction: reactants, conditions, products, and yield The reactants are [Si](C1=CC=CC=C1)(C1=CC=CC=C1)(C(C)(C)C)OC1=CC=C(OC[C@H](CNCCC2=CC=C(NC3CCN(CC3)S(=O)(=O)C3=CC=C(C=C3)NC(=O)NCCCCCC)C=C2)O)C=C1 (N-[4-({4-[4-(2-{[(2S)-3-(4-{[tert-Butyl(diphenyl)silyl]oxy}phenoxy)-2-hydroxy-propyl]amino}ethyl)anilino]-1-piperidinyl}sulfonyl)phenyl]-N′-hexylurea). Solvent: C(Cl)(Cl)Cl.CO (chloroform methanol). The product is C(CCCCC)NC(=O)NC1=CC=C(C=C1)S(=O)(=O)N1CCC(CC1)NC1=CC=C(C=C1)CCNC[C@@H](COC1=CC=C(C=C1)O)O (1-Hexyl-3-{4-[4-(4-[2-[(2S)-2-hydroxy-3-(4-hydroxy-phenoxy)-propylamino]-ethyl}-phenylamino)-piperidine-1-sulfonyl]-phenyl]-urea), hydrochloride salt. The yield is 71.4%. As a reaction SMILES: [Si]([O:18][C:19]1[CH:64]=[CH:63][C:22]([O:23][CH2:24][C@@H:25]([OH:62])[CH2:26][NH:27][CH2:28][CH2:29][C:30]2[CH:61]=[CH:60][C:33]([NH:34][CH:35]3[CH2:40][CH2:39][N:38]([S:41]([C:44]4[CH:49]=[CH:48][C:47]([NH:50][C:51]([NH:53][CH2:54][CH2:55][CH2:56][CH2:57][CH2:58][CH3:59])=[O:52])=[CH:46][CH:45]=4)(=[O:43])=[O:42])[CH2:37][CH2:36]3)=[CH:32][CH:31]=2)=[CH:21][CH:20]=1)(C(C)(C)C)(C1C=CC=CC=1)C1C=CC=CC=1>C(Cl)(Cl)Cl.CO>[CH2:54]([NH:53][C:51]([NH:50][C:47]1[CH:48]=[CH:49][C:44]([S:41]([N:38]2[CH2:37][CH2:36][CH:35]([NH:34][C:33]3[CH:60]=[CH:61][C:30]([CH2:29][CH2:28][NH:27][CH2:26][C@H:25]([OH:62])[CH2:24][O:23][C:22]4[CH:21]=[CH:20][C:19]([OH:18])=[CH:64][CH:63]=4)=[CH:31][CH:32]=3)[CH2:40][CH2:39]2)(=[O:43])=[O:42])=[CH:45][CH:46]=1)=[O:52])[CH2:55][CH2:56][CH2:57][CH2:58][CH3:59] |f:1.2|. Procedure: N-[4-({4-[4-(2-{[(2S)-3-(4-{[tert-Butyl(diphenyl)silyl]oxy}phenoxy)-2-hydroxy-propyl]amino}ethyl)anilino]-1-piperidinyl}sulfonyl)phenyl]-N′-hexylurea (0.18 g, 0.199 mmol) was reacted according to Procedure H (eluant: 5:1 chloroform-methanol) to give the title compound as the hydrochloride salt (0.1 g, 0.142 mmol). The reactants are CCOC(=O)N1CCC23CCC4(CC2C1Cc1ccc(OC)cc13)OCCO4, [K+], [OH-], O, OCCO. Product: COc1ccc2c(c1)C13CCNC(C2)C1CC1(CC3)OCCO1. Reaction SMILES: [CH2:1]1[O:2][C:3]2([CH2:4][CH2:5][C:6]34[c:7]5[cH:8][c:9]([O:25][CH3:26])[cH:10][cH:11][c:12]5[CH2:13][CH:14]([CH:15]3[CH2:16]2)[N:17]([C:20]([O:21][CH2:22][CH3:23])=[O:24])[CH2:18][CH2:19]4)[O:27][CH2:28]1.[K+:35].[OH-:34].[OH2:29].[OH:30][CH2:31][CH2:32][OH:33]>>[CH2:1]1[O:2][C:3]2([CH2:4][CH2:5][C:6]34[c:7]5[cH:8][c:9]([O:25][CH3:26])[cH:10][cH:11][c:12]5[CH2:13][CH:14]([CH:15]3[CH2:16]2)[NH:17][CH2:18][CH2:19]4)[O:27][CH2:28]1. The reactants are C(C)OC=CC(C(F)(F)F)=O (4-ethoxy-1,1,1-trifluoro-3-butene-2-one), C(C)(=O)[O-].[Na+] (sodium acetate), C(C)O (ethanol), Cl.C(C)(C)(C)NN (tert-butylhydrazine hydrochloride). Solvent: O (Water). The product is C(C)(C)(C)N1N=C(C=C1)C(F)(F)F (1-tert-butyl-3-trifluoromethyl-1H-pyrazole). The yield is 52.5%. Reaction SMILES: C(O[CH:4]=[CH:5][C:6](=O)[C:7]([F:10])([F:9])[F:8])C.C([O-])(=O)C.[Na+].C(O)C.Cl.[C:21]([NH:25][NH2:26])([CH3:24])([CH3:23])[CH3:22]>O>[C:21]([N:25]1[CH:4]=[CH:5][C:6]([C:7]([F:8])([F:9])[F:10])=[N:26]1)([CH3:24])([CH3:23])[CH3:22] |f:1.2,4.5|. Reported procedure: To a mixture of 5 g of 4-ethoxy-1,1,1-trifluoro-3-butene-2-one, 3 g of sodium acetate and 15 ml of ethanol was added 4.6 g of tert-butylhydrazine hydrochloride, and the mixture was heated to reflux for 2 days. Water was added to the reaction mixture, and the mixture was extracted with diethyl ether three times. The organic layers were combined, washed with an aqueous saturated sodium chloride solution, dried over anhydrous magnesium sulfate, and concentrated under reduced pressure to obtain 3.0 ... The reactants are stannous chloride, mixture, Cl (hydrochloric acid), O (water), C(C1=CC=CC=C1)OC(NCC(NCC1=C(C=C(C=C1)[N+](=O)[O-])C(C1=C(C=CC=C1)F)=O)=O)=O (benzyl{[[2-(o-fluorobenzoyl)-4-nitrophenyl]methylcarbamoyl]methyl}carbamate), ice ammonia. Run in C(C)(=O)O (acetic acid). Reaction conditions: time 20 hour. The product is C(C1=CC=CC=C1)OC(NCC(NCC1=C(C=C(C=C1)N)C(C1=C(C=CC=C1)F)=O)=O)=O (benzyl{[[4-amino-2-(o-fluorobenzoyl)phenyl]methylcarbamoyl]methyl}carbamate). Reaction SMILES: [CH2:1]([O:8][C:9](=[O:34])[NH:10][CH2:11][C:12](=[O:33])[NH:13][CH2:14][C:15]1[CH:20]=[CH:19][C:18]([N+:21]([O-])=O)=[CH:17][C:16]=1[C:24](=[O:32])[C:25]1[CH:30]=[CH:29][CH:28]=[CH:27][C:26]=1[F:31])[C:2]1[CH:7]=[CH:6][CH:5]=[CH:4][CH:3]=1.Cl.O>C(O)(=O)C>[CH2:1]([O:8][C:9](=[O:34])[NH:10][CH2:11][C:12](=[O:33])[NH:13][CH2:14][C:15]1[CH:20]=[CH:19][C:18]([NH2:21])=[CH:17][C:16]=1[C:24](=[O:32])[C:25]1[CH:30]=[CH:29][CH:28]=[CH:27][C:26]=1[F:31])[C:2]1[CH:7]=[CH:6][CH:5]=[CH:4][CH:3]=1. Procedure: 10.5 g (0.0225 M) of benzyl{[[2-(o-fluorobenzoyl)-4-nitrophenyl]methylcarbamoyl]methyl}carbamate dissolved in 150 ml of glacial acetic acid are treated with 23 g of stannous chloride and 30 ml of mixture of concentrated hydrochloric acid and water (1:1). The mixture is stirred at room temperature for 20 hours, poured on to ice/ammonia and extracted several times with ethyl acetate. The organic solution is dried over sodium sulphate, filtered and concentrated. The residue is purified on a 350 g s... Reactants: c1ccncc1.F, C1[C@H]([C@H]2[C@@H]([C@@]1(COC(=O)C)O)OC(O2)(C)C)N1C(c2c(C1=O)cccc2)=O. Reagents/catalysts: c1ccc(cc1)-c2c3ccccc3cc4ccccc24 (9-Phenylanthracene). Solvent: C1CCOC1 (THF). Run at temperature 25 celsius, time 18 hour. Product: CC(=O)OC[C@@]1(F)C[C@H]([C@@H]2OC(C)(C)O[C@H]12)N3C(=O)c4ccccc4C3=O. Reaction SMILES: [FH:1].c1ccncc1.[CH3:2][C:3]([O:5][CH2:6][C@:7]1([C@H:16]([C@@H:10]2[C@H:9]([N:17]3[C:26](=[O:27])[c:25]([c:20]4[C:18]3=[O:19])[cH:24][cH:23][cH:22][cH:21]4)[CH2:8]1)[O:15][C:12]([CH3:14])([CH3:13])[O:11]2)O)=[O:4]>>[CH3:2][C:3]([O:5][CH2:6][C@@:7]1([C@H:16]([C@@H:10]2[C@H:9]([N:17]3[C:26](=[O:27])[c:25]([c:20]4[C:18]3=[O:19])[cH:24][cH:23][cH:22][cH:21]4)[CH2:8]1)[O:15][C:12]([CH3:14])([CH3:13])[O:11]2)[F:1])=[O:4].